From a dataset of the Open Reaction Database (ORD), a public repository of structured organic reaction records. describe an organic reaction: reactants, conditions, products, and yield The product is CC1(c2cc(Br)cc([N+](=O)[O-])c2)COCC(=O)N1. Reaction SMILES: [Br:1][c:2]1[cH:3][c:4]([C:11]([CH2:12][OH:13])([CH3:14])[NH:15][C:16]([CH2:17][Cl:18])=[O:19])[cH:5][c:6]([N+:8](=[O:9])[O-:10])[cH:7]1.[CH3:20][C:21]([CH3:22])([O-:23])[CH3:24].[CH3:27][C:28]([OH:29])([CH3:30])[CH3:31].[K+:25].[OH2:26]>>[Br:1][c:2]1[cH:3][c:4]([C:11]2([CH3:14])[CH2:12][O:13][CH2:17][C:16](=[O:19])[NH:15]2)[cH:5][c:6]([N+:8](=[O:9])[O-:10])[cH:7]1. Reactants: CC(CO)(NC(=O)CCl)c1cc(Br)cc([N+](=O)[O-])c1, CC(C)(C)[O-], CC(C)(C)O, [K+], O. Reactants: FC=1C=C2C(=C(C(C(C2=CC1F)(C)C)=O)C(=O)OCC)O (ethyl 6,7-difluoro-4-hydroxy-1,1-dimethyl-2-oxo-naphthalene-3-carboxylate), C(C)N(C(C)C)C(C)C (N-ethyl-N-isopropylpropan-2-amine), Cl.NCC(=O)OC(C)(C)C (tert-butyl 2-aminoacetate hydrochloride). The solvent is CCOC(=O)C (EtOAc), O1CCOCC1 (1,4-dioxane). Conditions: temperature 80 celsius. Yields the product FC=1C=C2C(=C(C(C(C2=CC1F)(C)C)=O)C(=O)NCC(=O)OC(C)(C)C)O (1,1-Dimethylethyl N-((6,7-difluoro-4-hydroxy-1,1-dimethyl-2-oxo-naphthalen-3-yl)carbonyl)glycinate). The yield is 42.5%. As a reaction SMILES: [F:1][C:2]1[CH:3]=[C:4]2[C:9](=[CH:10][C:11]=1[F:12])[C:8]([CH3:14])([CH3:13])[C:7](=[O:15])[C:6]([C:16](OCC)=[O:17])=[C:5]2[OH:21].C(N(C(C)C)C(C)C)C.Cl.[NH2:32][CH2:33][C:34]([O:36][C:37]([CH3:40])([CH3:39])[CH3:38])=[O:35]>O1CCOCC1.CCOC(C)=O>[F:1][C:2]1[CH:3]=[C:4]2[C:9](=[CH:10][C:11]=1[F:12])[C:8]([CH3:13])([CH3:14])[C:7](=[O:15])[C:6]([C:16]([NH:32][CH2:33][C:34]([O:36][C:37]([CH3:40])([CH3:39])[CH3:38])=[O:35])=[O:17])=[C:5]2[OH:21] |f:2.3|. Reported procedure: To a mixture of ethyl 6,7-difluoro-4-hydroxy-1,1-dimethyl-2-oxo-naphthalene-3-carboxylate (570 mg, 1924 μmol) in 1,4-dioxane (3848 μL) and N-ethyl-N-isopropylpropan-2-amine (1005 μL, 5772 μmol), was added tert-butyl 2-aminoacetate hydrochloride (484 mg, 2886 μmol). The reaction was then heated at 80° C. for 3 hours. The reaction mixture was then diluted with 100 mL of EtOAc, added to a separatory funnel, partitioned with NaHCO3 (saturated, aqueous), washed 2 times with 50 mL of NaHCO3 (saturated...